Dataset: the Open Reaction Database (ORD), a public repository of structured organic reaction records. Task: describe an organic reaction: reactants, conditions, products, and yield Reactants: CC1(C)OB(c2ccc(O)cc2)OC1(C)C, CC#N, Cc1c(CCl)oc2ccccc12, [K+], [K+], O=C([O-])[O-]. The product is Cc1c(COc2ccc(B3OC(C)(C)C(C)(C)O3)cc2)oc2ccccc12. As a reaction SMILES: [CH3:13][C:14]1([CH3:28])[O:15][B:16]([c:21]2[cH:22][cH:23][c:24]([OH:27])[cH:25][cH:26]2)[O:17][C:18]1([CH3:19])[CH3:20].[CH3:35][C:36]#[N:37].[Cl:1][CH2:2][c:3]1[o:4][c:5]2[c:6]([c:7]1[CH3:8])[cH:9][cH:10][cH:11][cH:12]2.[K+:29].[K+:30].[O-:31][C:32]([O-:33])=[O:34]>>[CH2:2]([c:3]1[o:4][c:5]2[c:6]([c:7]1[CH3:8])[cH:9][cH:10][cH:11][cH:12]2)[O:27][c:24]1[cH:23][cH:22][c:21]([B:16]2[O:15][C:14]([CH3:13])([CH3:28])[C:18]([CH3:19])([CH3:20])[O:17]2)[cH:26][cH:25]1. Reactants: NCC1CCCO1, O=[N+]([O-])c1ccc(Cl)c(Cl)c1, O. Product: O=[N+]([O-])c1ccc(NCC2CCCO2)c(Cl)c1. Reaction SMILES: [CH2:12]([CH:13]1[CH2:14][CH2:15][CH2:16][O:17]1)[NH2:18].[Cl:1][c:2]1[cH:3][c:4]([N+:9](=[O:10])[O-:11])[cH:5][cH:6][c:7]1[Cl:8].[OH2:19]>>[Cl:1][c:2]1[cH:3][c:4]([N+:9](=[O:10])[O-:11])[cH:5][cH:6][c:7]1[NH:18][CH2:12][CH:13]1[CH2:14][CH2:15][CH2:16][O:17]1. Starting materials: C1CCOC1, CI, [H-], [Na+], O, OCc1cccnc1. Yields the product COCc1cccnc1. RXN SMILES: [CH2:9]1[O:10][CH2:11][CH2:12][CH2:13]1.[CH3:16][I:17].[H-:14].[Na+:15].[OH2:18].[OH:1][CH2:2][c:3]1[cH:4][n:5][cH:6][cH:7][cH:8]1>>[O:1]([CH2:2][c:3]1[cH:4][n:5][cH:6][cH:7][cH:8]1)[CH3:9]. Reported procedure: N-Benzyl-2-(4-fluoro-3-methylbenzyl)-morpholin-3-one was prepared as described for example 70, intermediate (b), but using 4-benzylmorpholine-3-one and 4-fluoro-3-methylbenzyl bromide and was isolated as a pale yellow oil. Reactants: C(=O)(OC(C)(C)C)N1C[C@H](OCC1)CC1=CC(=CC=C1)CO (N-Boc-(R)-2-(3-(hydroxymethyl)benzyl)morpholine), C(C1=CC=CC=C1)N1C(COCC1)=O (4-benzylmorpholine-3-one), FC1=C(C=C(CBr)C=C1)C (4-fluoro-3-methylbenzyl bromide). As a reaction SMILES: C(N1CCO[C@H](CC2C=CC=C(CO)C=2)C1)(OC(C)(C)C)=O.[CH2:23]([N:30]1[CH2:35][CH2:34][O:33][CH2:32][C:31]1=[O:36])[C:24]1[CH:29]=[CH:28][CH:27]=[CH:26][CH:25]=1.[F:37][C:38]1[CH:45]=[CH:44][C:41]([CH2:42]Br)=[CH:40][C:39]=1[CH3:46]>>[CH2:23]([N:30]1[CH2:35][CH2:34][O:33][CH:32]([CH2:42][C:41]2[CH:44]=[CH:45][C:38]([F:37])=[C:39]([CH3:46])[CH:40]=2)[C:31]1=[O:36])[C:24]1[CH:25]=[CH:26][CH:27]=[CH:28][CH:29]=1. The product is C(C1=CC=CC=C1)N1C(C(OCC1)CC1=CC(=C(C=C1)F)C)=O (N-Benzyl-2-(4-fluoro-3-methylbenzyl)-morpholin-3-one). As a reaction SMILES: S([O-])([O-])(=O)=O.[Fe+2].[Fe-4:7](C#N)(C#N)(C#N)(C#N)(C#N)[C:8]#[N:9].[K+].[K+].[K+].[K+]>[Fe-4](C#N)(C#N)(C#N)(C#N)(C#N)C#N.[Na+].[Na+].[Na+].[Na+]>[C-:8]#[N:9].[C-:8]#[N:9].[C-:8]#[N:9].[C-:8]#[N:9].[C-:8]#[N:9].[C-:8]#[N:9].[Fe+6:7] |f:0.1,2.3.4.5.6,7.8.9.10.11,12.13.14.15.16.17.18|. The product is [C-]#N.[C-]#N.[C-]#N.[C-]#N.[C-]#N.[C-]#N.[Fe+6] (iron blue). Reported procedure: 5 liters iron (II) sulfate solution is introduced into a reaction vessel (concentration: 90 g/l FeSO4.7H2O) and heated to a temperature of 40° C. Within 15 minutes 1700 ml potassium ferrocyanide solution (concentration: 85 g/l [Fe(CN)6 ]; temperature 40° C.) are introduced initially into this solution, followed within 45 minutes by 2700 ml sodium ferrocyanide solution (concentration: 85 g/l [Fe(CN)6 ]; temperature 40° C.). The pH values of the iron (II) sulfate solution and the [Fe(CN)6 ] soluti... The reactants are S(=O)(=O)([O-])[O-].[Fe+2] (iron (II) sulfate), S(=O)(=O)([O-])[O-].[Fe+2] (iron (II) sulfate), FeSO4.7H2O, Fe(CN)6, [Fe-4](C#N)(C#N)(C#N)(C#N)(C#N)C#N.[K+].[K+].[K+].[K+] (potassium ferrocyanide). Conditions: temperature 40 celsius. Run in [Fe-4](C#N)(C#N)(C#N)(C#N)(C#N)C#N.[Na+].[Na+].[Na+].[Na+] (sodium ferrocyanide). Reactants: CN(C)S(=O)(=O)N1CCNCC1, O=C(O)c1nc2c(s1)CCOc1cc(-c3cn[nH]c3)ccc1-2. Product: CN(C)S(=O)(=O)N1CCN(C(=O)c2nc3c(s2)CCOc2cc(-c4cn[nH]c4)ccc2-3)CC1. RXN SMILES: [CH3:23][N:24]([S:25](=[O:26])(=[O:27])[N:28]1[CH2:29][CH2:30][NH:31][CH2:32][CH2:33]1)[CH3:34].[nH:1]1[n:2][cH:3][c:4](-[c:6]2[cH:7][c:8]3[c:9]([cH:21][cH:22]2)-[c:10]2[n:11][c:12]([C:18](=[O:19])[OH:20])[s:13][c:14]2[CH2:15][CH2:16][O:17]3)[cH:5]1>>[nH:1]1[n:2][cH:3][c:4](-[c:6]2[cH:7][c:8]3[c:9]([cH:21][cH:22]2)-[c:10]2[n:11][c:12]([C:18](=[O:20])[N:31]4[CH2:30][CH2:29][N:28]([S:25]([N:24]([CH3:23])[CH3:34])(=[O:26])=[O:27])[CH2:33][CH2:32]4)[s:13][c:14]2[CH2:15][CH2:16][O:17]3)[cH:5]1. The reactants are ClC1=NC(=C(C(=O)N)C=C1F)NC1=CC=C(C=C1)N1CCN(CC1)C (6-chloro-5-fluoro-2-(4-(4-methylpiperazin-1-yl)phenylamino)nicotinamide), N1=CC=C(C=C1)B(O)O (pyridin-4-ylboronic acid), C(=O)([O-])[O-].[K+].[K+] (K2CO3). The reagents and catalysts are C=1C=CC(=CC1)[P](C=2C=CC=CC2)(C=3C=CC=CC3)[Pd]([P](C=4C=CC=CC4)(C=5C=CC=CC5)C=6C=CC=CC6)([P](C=7C=CC=CC7)(C=8C=CC=CC8)C=9C=CC=CC9)[P](C=1C=CC=CC1)(C=1C=CC=CC1)C=1C=CC=CC1 (Pd(Ph3P)4). Run in C1CCOC1 (THF). Conditions: temperature 90 celsius. Product: FC=1C(=NC(=C(C1)C(=O)N)NC1=CC=C(C=C1)N1CCN(CC1)C)C1=CC=NC=C1 (3-Fluoro-6-(4-(4-methylpiperazin-1-yl)phenylamino)-2,4′-bipyridine-5-carboxamide). Yield: 33.3%. RXN SMILES: Cl[C:2]1[C:10]([F:11])=[CH:9][C:5]([C:6]([NH2:8])=[O:7])=[C:4]([NH:12][C:13]2[CH:18]=[CH:17][C:16]([N:19]3[CH2:24][CH2:23][N:22]([CH3:25])[CH2:21][CH2:20]3)=[CH:15][CH:14]=2)[N:3]=1.[N:26]1[CH:31]=[CH:30][C:29](B(O)O)=[CH:28][CH:27]=1.C([O-])([O-])=O.[K+].[K+]>C1COCC1.C1C=CC([P]([Pd]([P](C2C=CC=CC=2)(C2C=CC=CC=2)C2C=CC=CC=2)([P](C2C=CC=CC=2)(C2C=CC=CC=2)C2C=CC=CC=2)[P](C2C=CC=CC=2)(C2C=CC=CC=2)C2C=CC=CC=2)(C2C=CC=CC=2)C2C=CC=CC=2)=CC=1>[F:11][C:10]1[C:2]([C:29]2[CH:30]=[CH:31][N:26]=[CH:27][CH:28]=2)=[N:3][C:4]([NH:12][C:13]2[CH:18]=[CH:17][C:16]([N:19]3[CH2:24][CH2:23][N:22]([CH3:25])[CH2:21][CH2:20]3)=[CH:15][CH:14]=2)=[C:5]([C:6]([NH2:8])=[O:7])[CH:9]=1 |f:2.3.4,^1:49,51,70,89|. Procedure: A mixture of 6-chloro-5-fluoro-2-(4-(4-methylpiperazin-1-yl)phenylamino)nicotinamide (70 mg, 0.192 mmol), pyridin-4-ylboronic acid (23.65 mg, 0.192 mmol), K2CO3 (53.2 mg, 0.385 mmol) and Pd(Ph3P)4 (11.12 mg, 9.62 μmol) in THF (1 mL) was heated at 90° C. overnight in a sealed vial. The reaction mixture was extracted between saturated NaHCO3 and methylene chloride, concentrated and the residue was purified by prep-HPLC. The product containing fractions were collected, basified with 1N NaOH, extrac...